This data is from the Open Reaction Database (ORD), a public repository of structured organic reaction records. The task is: describe an organic reaction: reactants, conditions, products, and yield Yields the product C1CCN2CCNCC2C1. Starting materials: O=C(OCc1ccccc1)N1CCN2CCCCC2C1, CO. As a reaction SMILES: [CH2:1]1[CH:2]2[N:3]([CH2:4][CH2:5][N:6]1[C:7]([O:8][CH2:9][c:10]1[cH:11][cH:12][cH:13][cH:14][cH:15]1)=[O:16])[CH2:17][CH2:18][CH2:19][CH2:20]2.[CH3:21][OH:22]>>[CH2:1]1[CH:2]2[N:3]([CH2:4][CH2:5][NH:6]1)[CH2:17][CH2:18][CH2:19][CH2:20]2. Starting materials: FC1=CC=C(C=C1)C=1C=CC2=C(C=C(O2)COC(NC2=CC=CC=3NOC(C32)=O)=O)C1 ((3-Oxo-1,3-dihydrobenzo[c]isoxazol-4-yl)carbamic acid 5-(4-fluorophenyl)benzofuran-2-ylmethyl ester). The reagents and catalysts are [Zn] (Zinc). Run in OS(=O)(=O)O (H2SO4). Run at temperature 80 celsius, time 4 hour. The product is NC1=C(C(=O)O)C(=CC=C1)NC(=O)OCC=1OC2=C(C1)C=C(C=C2)C2=CC=C(C=C2)F (2-amino-6-[5-(4-fluorophenyl)benzofuran-2-ylmethoxycarbonylamino]benzoic acid). Isolated yield 32.2%. RXN SMILES: [F:1][C:2]1[CH:7]=[CH:6][C:5]([C:8]2[CH:9]=[CH:10][C:11]3[O:15][C:14]([CH2:16][O:17][C:18](=[O:30])[NH:19][C:20]4[C:28]5[C:27](=[O:29])[O:26][NH:25][C:24]=5[CH:23]=[CH:22][CH:21]=4)=[CH:13][C:12]=3[CH:31]=2)=[CH:4][CH:3]=1>OS(O)(=O)=O.[Zn]>[NH2:25][C:24]1[CH:23]=[CH:22][CH:21]=[C:20]([NH:19][C:18]([O:17][CH2:16][C:14]2[O:15][C:11]3[CH:10]=[CH:9][C:8]([C:5]4[CH:4]=[CH:3][C:2]([F:1])=[CH:7][CH:6]=4)=[CH:31][C:12]=3[CH:13]=2)=[O:30])[C:28]=1[C:27]([OH:29])=[O:26]. Procedure details: (3-Oxo-1,3-dihydrobenzo[c]isoxazol-4-yl)carbamic acid 5-(4-fluorophenyl)benzofuran-2-ylmethyl ester (70 mg, 0.17 mmol) was dissolved in 2M H2SO4 at room temperature. Zinc dust was added and the mixture was stirred at 80° C. for 4 hours. Upon cooling, the mixture was filtered. The filtrate was neutralized with diluted NaOH and extracted with CH2Cl2. The organic extracts were dried over anhydrous Na2SO4 and concentrated en vacuo to give 23 mg (32.86%) of 2-amino-6-[5-(4-fluorophenyl)benzofuran-2-y... Starting materials: [Cl-].[Cl-].[Cl-].[Al+3] (aluminum trichloride), C1(=CC=CC=C1)C1(C=CCC=C1)CC#N (1-phenyl-2,5-cyclohexadien-1-acetonitrile), CCOCC (ether), [H-].[Al+3].[Li+].[H-].[H-].[H-] (lithium aluminum hydride), CCOCC (ether). Run in O (water). Yields the product C1(=CC=CC=C1)C1(C=CCC=C1)CCN (1-phenyl-2,5-cyclohexadien-1-ethylamine). RXN SMILES: [Cl-].[Cl-].[Cl-].[Al+3].[H-].[Al+3].[Li+].[H-].[H-].[H-].CCOCC.[C:16]1([C:22]2([CH2:28][C:29]#[N:30])[CH:27]=[CH:26][CH2:25][CH:24]=[CH:23]2)[CH:21]=[CH:20][CH:19]=[CH:18][CH:17]=1>O>[C:16]1([C:22]2([CH2:28][CH2:29][NH2:30])[CH:27]=[CH:26][CH2:25][CH:24]=[CH:23]2)[CH:21]=[CH:20][CH:19]=[CH:18][CH:17]=1 |f:0.1.2.3,4.5.6.7.8.9|. Procedure details: 0.68 g. of aluminum trichloride and 0.24 g. of lithium aluminum hydride are placed in 8 ml. of absolute ether. 1 g. of 1-phenyl-2,5-cyclohexadien-1-acetonitrile in 5 ml. of absolute ether is added dropwise while stirring. After stirring at room temperature for 2 hours, the mixture is worked-up as follows: The mixture is treated with 1 ml. of water and 25 ml. of 3 N aqueous sodium hyroxide, filtered under suction and the filter rinsed with ether. After separating the phases, the organic phase is ... Starting materials: ClC(Cl)(Cl)Cl, C=CN1C(=O)CCC1=O, [Cl-]. Yields the product CC(Cl)N1C(=O)CCC1=O. Reaction SMILES: [C:11]([Cl:12])([Cl:13])([Cl:14])[Cl:15].[CH:1](=[CH2:2])[N:3]1[C:4](=[O:9])[CH2:5][CH2:6][C:7]1=[O:8].[Cl-:10]>>[CH:1]([CH3:2])([N:3]1[C:4](=[O:9])[CH2:5][CH2:6][C:7]1=[O:8])[Cl:10]. Starting materials: Cl (Hydrochloric acid), C(=O)(O)CSC(SCC(=O)O)=S (bis(carboxymethyl)trithiocarbonate), C(=O)(N1C=NC=C1)N1C=NC=C1 (carbonyldiimidazole), C1=CC(=CC=C1CN)S(=O)(=O)N.Cl (homosulfamine hydrochloride), C(C)(C)N(C(C)C)CC (N,N-diisopropylethylamine). Run in O1CCCC1 (tetrahydrofuran). Reaction conditions: time 2 hour. Yields the product S(N)(=O)(=O)C1=CC=C(CN2C(SCC2=O)=S)C=C1 (3-(4-sulfamoylbenzyl)-2-thioxothiazolidin-4-one). The yield is 70.7%. RXN SMILES: C(CS[C:6](=[S:12])[S:7][CH2:8][C:9]([OH:11])=O)(O)=O.C(N1C=CN=C1)(N1C=CN=C1)=O.[CH:25]1[C:30]([CH2:31][NH2:32])=[CH:29][CH:28]=[C:27]([S:33]([NH2:36])(=[O:35])=[O:34])[CH:26]=1.Cl.C(N(CC)C(C)C)(C)C.Cl>O1CCCC1>[S:33]([C:27]1[CH:26]=[CH:25][C:30]([CH2:31][N:32]2[C:9](=[O:11])[CH2:8][S:7][C:6]2=[S:12])=[CH:29][CH:28]=1)(=[O:34])(=[O:35])[NH2:36] |f:2.3|. Procedure details: To a solution of bis(carboxymethyl)trithiocarbonate (200 mg) in tetrahydrofuran (10 ml) was added carbonyldiimidazole (291 mg), and the mixture was stirred at room temperature. After 2 hr, to the reaction mixture were added homosulfamine hydrochloride (200 mg) and N,N-diisopropylethylamine (155 mg), and the mixture was stirred overnight at 70° C. 2N Hydrochloric acid (10 ml) was added thereto under ice cooling, the mixture was extracted twice with ethyl acetate (40 ml), and the extract was dried... Starting materials: BrC1=CC=C(C=C1)S(=O)(=O)Cl (4-Bromobenzene-1-sulfonyl chloride), CN1CCNCC1 (1-methylpiperazine), N1=CC=CC=C1 (pyridine). Solvent: C(Cl)Cl (CH2Cl2), C(Cl)Cl (CH2Cl2). Conditions: time 16 hour. Yields the product BrC1=CC=C(C=C1)S(=O)(=O)N1CCN(CC1)C (1-(4-Bromophenylsulfonyl)-4-methylpiperazine). Isolated yield 71.1%. As a reaction SMILES: [Br:1][C:2]1[CH:7]=[CH:6][C:5]([S:8](Cl)(=[O:10])=[O:9])=[CH:4][CH:3]=1.[CH3:12][N:13]1[CH2:18][CH2:17][NH:16][CH2:15][CH2:14]1.N1C=CC=CC=1>C(Cl)Cl>[Br:1][C:2]1[CH:7]=[CH:6][C:5]([S:8]([N:16]2[CH2:17][CH2:18][N:13]([CH3:12])[CH2:14][CH2:15]2)(=[O:10])=[O:9])=[CH:4][CH:3]=1. Reported procedure: 4-Bromobenzene-1-sulfonyl chloride (2.56 g, 10 mmol) in anhydrous CH2Cl2 (10 mL) was added to a mixture of 1-methylpiperazine (2.0 g, 20 mmol), pyridine (2.37 g, 30 mmol) and anhydrous CH2Cl2 (10 mL) at 0° C. The mixture was stirred at room temperature for 16 h, concentrated, recrystallised, and dried over P2O5 to yield the sub-title compound (2.27 g, 71%). Reactants: COc1ccc2c(c1)CC(NCc1ccccc1)CCC2, CCO, c1cncc(C2CO2)c1. Product: COc1ccc2c(c1)CC(N(Cc1ccccc1)CC(O)c1cccnc1)CCC2. RXN SMILES: [CH2:10]([c:11]1[cH:12][cH:13][cH:14][cH:15][cH:16]1)[NH:17][CH:18]1[CH2:19][c:20]2[c:21]([cH:25][cH:26][c:27]([O:29][CH3:30])[cH:28]2)[CH2:22][CH2:23][CH2:24]1.[CH3:31][CH2:32][OH:33].[O:1]1[CH:2]([c:4]2[cH:5][n:6][cH:7][cH:8][cH:9]2)[CH2:3]1>>[OH:1][CH:2]([CH2:3][N:17]([CH2:10][c:11]1[cH:12][cH:13][cH:14][cH:15][cH:16]1)[CH:18]1[CH2:19][c:20]2[c:21]([cH:25][cH:26][c:27]([O:29][CH3:30])[cH:28]2)[CH2:22][CH2:23][CH2:24]1)[c:4]1[cH:5][n:6][cH:7][cH:8][cH:9]1.